From a dataset of the Open Reaction Database (ORD), a public repository of structured organic reaction records. describe an organic reaction: reactants, conditions, products, and yield Starting materials: C(C)OC1=C(C=C(C=C1)OCC)NC(CCCCCCCCCCCCCCC)=O (1,4-diethoxy-2-hexadecanoylaminobenzene), C(C)OC1=C(N)C=C(C=C1)OCC (2,5-diethoxyaniline), C(CCCCCCCCCCCCCCC)(=O)Cl (hexadecanoyl chloride), B(Br)(Br)Br (boron tribromide), ice. The solvent is C(Cl)(Cl)Cl (chloroform), O (water), C(Cl)(Cl)Cl (chloroform). Run at time 6 hour. Yields the product C(CCCCCCCCCCCCCCC)(=O)NC1=C(O)C=CC(=C1)O (2-hexadecanoylaminohydroquinone). The yield is 107.3%. Reaction SMILES: C([O:3][C:4]1[CH:9]=[CH:8][C:7]([O:10]CC)=[CH:6][C:5]=1[NH:13][C:14](=[O:30])[CH2:15][CH2:16][CH2:17][CH2:18][CH2:19][CH2:20][CH2:21][CH2:22][CH2:23][CH2:24][CH2:25][CH2:26][CH2:27][CH2:28][CH3:29])C.C(OC1C=CC(OCC)=CC=1N)C.C(Cl)(=O)CCCCCCCCCCCCCCC.B(Br)(Br)Br>C(Cl)(Cl)Cl.O>[C:14]([NH:13][C:5]1[CH:6]=[C:7]([OH:10])[CH:8]=[CH:9][C:4]=1[OH:3])(=[O:30])[CH2:15][CH2:16][CH2:17][CH2:18][CH2:19][CH2:20][CH2:21][CH2:22][CH2:23][CH2:24][CH2:25][CH2:26][CH2:27][CH2:28][CH3:29]. Procedure: 83.8 g (0.2 mol) of 1,4-diethoxy-2-hexadecanoylaminobenzene prepared from 2,5-diethoxyaniline and hexadecanoyl chloride was dissolved in 500 ml of chloroform and to the solution was added dropwise 100 g of boron tribromide at a temperature range between 5° C. and 10° C. After stirring at room temperature for 6 hours, 50 g of ice and 100 ml of water were added to the mixture and chloroform was distilled off under a reduced pressure. To the residue was added 100 ml of methanol, the resulting preci... The reactants are C(C)C=1NC2=C(N1)C=CC=C2 (2-ethylbenzimidazole), ClC1=NC(=C2N=C(N(C2=N1)C)CN1CCC(CC1)C1(COC1)O)N1CCOCC1 (3-(1-((2-chloro-9-methyl-6-morpholino-9H-purin-8-yl)methyl)piperidin-4-yl)oxetan-3-ol). The product is C(C)C1=NC2=C(N1C1=NC(=C3N=C(N(C3=N1)C)CN1CCC(CC1)C1(COC1)O)N1CCOCC1)C=CC=C2 (3-(1-((2-(2-ethyl-1H-benzo[d]imidazol-1-yl)-9-methyl-6-morpholino-9H-purin-8-yl)methyl)piperidin-4-yl)oxetan-3-ol). RXN SMILES: [CH2:1]([C:3]1[NH:4][C:5]2[CH:11]=[CH:10][CH:9]=[CH:8][C:6]=2[N:7]=1)[CH3:2].Cl[C:13]1[N:21]=[C:20]2[C:16]([N:17]=[C:18]([CH2:23][N:24]3[CH2:29][CH2:28][CH:27]([C:30]4([OH:34])[CH2:33][O:32][CH2:31]4)[CH2:26][CH2:25]3)[N:19]2[CH3:22])=[C:15]([N:35]2[CH2:40][CH2:39][O:38][CH2:37][CH2:36]2)[N:14]=1>>[CH2:1]([C:3]1[N:4]([C:13]2[N:21]=[C:20]3[C:16]([N:17]=[C:18]([CH2:23][N:24]4[CH2:25][CH2:26][CH:27]([C:30]5([OH:34])[CH2:33][O:32][CH2:31]5)[CH2:28][CH2:29]4)[N:19]3[CH3:22])=[C:15]([N:35]3[CH2:40][CH2:39][O:38][CH2:37][CH2:36]3)[N:14]=2)[C:5]2[CH:11]=[CH:10][CH:9]=[CH:8][C:6]=2[N:7]=1)[CH3:2]. Reported procedure: Following General Procedure I for Buchwald coupling, 2-ethylbenzimidazole and 3-(1-((2-chloro-9-methyl-6-morpholino-9H-purin-8-yl)methyl)piperidin-4-yl)oxetan-3-ol were reacted to give 263. LCMS m/z: 533.3 (MH+) The reactants are CCOC(C)=O, NC=O, O=CO, COc1ccc(C=O)cc1C(F)(F)F, O. The product is COc1ccc(CNC=O)cc1C(F)(F)F. As a reaction SMILES: [CH3:22][CH2:23][O:24][C:25](=[O:26])[CH3:27].[CH:15](=[O:16])[NH2:17].[CH:18]([OH:19])=[O:20].[F:1][C:2]([c:3]1[cH:4][c:5]([CH:6]=[O:7])[cH:8][cH:9][c:10]1[O:11][CH3:12])([F:13])[F:14].[OH2:21]>>[F:1][C:2]([c:3]1[cH:4][c:5]([CH2:6][NH:17][CH:15]=[O:16])[cH:8][cH:9][c:10]1[O:11][CH3:12])([F:13])[F:14]. Reactants: Cc1nc(-c2cccc(N)c2)cs1, NC(=O)c1cnc(NC2CCCCC2N)nc1Nc1ccc(-c2ccno2)cc1. Product: Cc1nc(-c2cccc(Nc3nc(NC4CCCCC4N)ncc3C(N)=O)c2)cs1. RXN SMILES: [CH3:30][c:31]1[s:32][cH:33][c:34](-[c:36]2[cH:37][c:38]([NH2:39])[cH:40][cH:41][cH:42]2)[n:35]1.[NH2:1][CH:2]1[CH:3]([NH:8][c:9]2[n:10][cH:11][c:12]([C:27](=[O:28])[NH2:29])[c:13]([NH:15][c:16]3[cH:17][cH:18][c:19](-[c:20]4[o:21][n:22][cH:23][cH:24]4)[cH:25][cH:26]3)[n:14]2)[CH2:4][CH2:5][CH2:6][CH2:7]1>>[NH2:1][CH:2]1[CH:3]([NH:8][c:9]2[n:10][cH:11][c:12]([C:27](=[O:28])[NH2:29])[c:13]([NH:39][c:38]3[cH:37][c:36](-[c:34]4[cH:33][s:32][c:31]([CH3:30])[n:35]4)[cH:42][cH:41][cH:40]3)[n:14]2)[CH2:4][CH2:5][CH2:6][CH2:7]1.